Dataset: the Open Reaction Database (ORD), a public repository of structured organic reaction records. Task: describe an organic reaction: reactants, conditions, products, and yield The reactants are Cl.ClC1=C(C(=CC=C1)Cl)NC=1NC2=C(N1)C=CC(=C2)OC (2-(2,6-dichlorophenylamino)-5-methoxybenzimidazole hydrochloride), Br (hydrobromic acid). Solvent: C(C)(=O)O (acetic acid). The product is Br.ClC1=C(C(=CC=C1)Cl)NC=1NC2=C(N1)C=CC(=C2)O (2-(2,6-dichlorophenylamino)-5-hydroxybenzimidazole hydrobromide). Reaction SMILES: Cl.[Cl:2][C:3]1[CH:8]=[CH:7][CH:6]=[C:5]([Cl:9])[C:4]=1[NH:10][C:11]1[NH:12][C:13]2[CH:19]=[C:18]([O:20]C)[CH:17]=[CH:16][C:14]=2[N:15]=1.[BrH:22]>C(O)(=O)C>[BrH:22].[Cl:2][C:3]1[CH:8]=[CH:7][CH:6]=[C:5]([Cl:9])[C:4]=1[NH:10][C:11]1[NH:12][C:13]2[CH:19]=[C:18]([OH:20])[CH:17]=[CH:16][C:14]=2[N:15]=1 |f:0.1,4.5|. Procedure: A mixture of 0.05 g of 2-(2,6-dichlorophenylamino)-5-methoxybenzimidazole hydrochloride, 0.5 ml of glacial acetic acid, and 0.5 ml of hydrobromic acid (48% strength) was boiled under reflux for 3 hours and the solvent was then distilled off. The solid residue was brought to crystallization under a little EA. 0.02 g of 2-(2,6-dichlorophenylamino)-5-hydroxybenzimidazole hydrobromide was obtained of melting point 265-269° C. The reactants are O=c1[nH]c2cc(Br)cc3c2n(c1=O)C(CI)CC3, Cl, N#C[Na], CN(C)C=O, O. Yields the product N#CCC1CCc2cc(Br)cc3[nH]c(=O)c(=O)n1c23. As a reaction SMILES: [Br:1][c:2]1[cH:3][c:4]2[c:5]3[n:6]([c:7](=[O:13])[c:8](=[O:12])[nH:9][c:10]3[cH:11]1)[CH:14]([CH2:17][I:18])[CH2:15][CH2:16]2.[ClH:23].[Na:19][C:20]#[N:21].[O:24]=[CH:25][N:26]([CH3:27])[CH3:28].[OH2:22]>>[Br:1][c:2]1[cH:3][c:4]2[c:5]3[n:6]([c:7](=[O:13])[c:8](=[O:12])[nH:9][c:10]3[cH:11]1)[CH:14]([CH2:17][C:20]#[N:21])[CH2:15][CH2:16]2. Starting materials: [H-].[Na+] (sodium hydride), O (water), C1(=CC=CC=C1)C=1C=C(SCC(=O)OC)C=CC1 (Methyl (3-phenylthiophenoxy)acetate), C(=O)OC (methyl formate). Solvent: CN(C)C=O (DMF), CN(C)C=O (DMF). Reaction conditions: temperature 0 celsius, time 45 minute. The product is OC=C(C(=O)OC)SC1=CC(=CC=C1)C1=CC=CC=C1 (methyl 3-hydroxy-2-(3'-phenylthiophenoxy)propenoate). Isolated yield 15.4%. As a reaction SMILES: [C:1]1([C:7]2[CH:8]=[C:9]([CH:16]=[CH:17][CH:18]=2)[S:10][CH2:11][C:12]([O:14][CH3:15])=[O:13])[CH:6]=[CH:5][CH:4]=[CH:3][CH:2]=1.[CH:19](OC)=[O:20].[H-].[Na+].O>CN(C=O)C>[OH:20][CH:19]=[C:11]([S:10][C:9]1[CH:16]=[CH:17][CH:18]=[C:7]([C:1]2[CH:2]=[CH:3][CH:4]=[CH:5][CH:6]=2)[CH:8]=1)[C:12]([O:14][CH3:15])=[O:13] |f:2.3|. Procedure details: Methyl (3-phenylthiophenoxy)acetate (6.60 g) and methyl formate (30.78 g) were dissolved in DMF (30 ml) and added dropwise at 0° C. to sodium hydride (0.83 g, 50% dispersion in oil) in DMF. The reaction mixture was stirred at 0° C. for 45 minutes and then left at room temperature under nitrogen over the weekend. The reaction mixture was then poured into water (300 ml) and washed with diethyl ether (3×150 ml). The aqueous phase was adjusted to pH 7 with hydrochloric acid and then extracted with d... RXN SMILES: [CH3:1][S:2](=[O:3])[CH2:4][S:5][CH3:6].[Na+:8].[OH-:7].[OH2:16].[o:9]1[cH:10][c:11]([CH:14]=[O:15])[cH:12][cH:13]1>>[CH3:1][S:2](=[O:3])[C:4]([S:5][CH3:6])=[CH:14][c:11]1[cH:10][o:9][cH:13][cH:12]1. Yields the product CSC(=Cc1ccoc1)S(C)=O. The reactants are CSCS(C)=O, [Na+], [OH-], O, O=Cc1ccoc1. Starting materials: C([O-])([O-])=O.[Cs+].[Cs+] (Cesium carbonate), C(C)(=O)OC=1C=CC(=C(C(=O)O)C1)N1N=NN=C1C (5-acetoxy-2-(5-methyltetrazol-1-yl)benzoic acid), ICC (iodoethane). Solvent: CC(=O)C (acetone), CC(=O)C (acetone). The product is C(C)(=O)OC=1C=CC(=C(C(=O)OCC)C1)N1N=NN=C1C (ethyl 5-acetoxy-2-(5-methyltetrazol-1-yl)benzoate). The yield is 92.2%. Reaction SMILES: C(=O)([O-])[O-].[Cs+].[Cs+].[C:7]([O:10][C:11]1[CH:12]=[CH:13][C:14]([N:20]2[C:24]([CH3:25])=[N:23][N:22]=[N:21]2)=[C:15]([CH:19]=1)[C:16]([OH:18])=[O:17])(=[O:9])[CH3:8].I[CH2:27][CH3:28]>CC(C)=O>[C:7]([O:10][C:11]1[CH:12]=[CH:13][C:14]([N:20]2[C:24]([CH3:25])=[N:23][N:22]=[N:21]2)=[C:15]([CH:19]=1)[C:16]([O:18][CH2:27][CH3:28])=[O:17])(=[O:9])[CH3:8] |f:0.1.2|. Procedure: Cesium carbonate (176 g, 1.13 mol) was added to a solution of 5-acetoxy-2-(5-methyltetrazol-1-yl)benzoic acid (164 g, 0.620 mol) in 1.8 L of acetone. The mixture was stirred vigorously and iodoethane (116 g, 0.682 mol) diluted with 100 mL of acetone was added dropwise over a one-hour period. The reaction was stirred overnight at ambient temperature and was then concentrated under reduced pressure. The resulting solid was partitioned between dichloromethane and water. The aqueous fraction was ext... Starting materials: C(CCC)[Sn](CCCC)(CCCC)Cl (tributyltin chloride), solution, C(CCC)[Li] (butyl lithium), BrC1=C(C=CC=C1)C(F)(F)F (2-bromotrifluoromethylbenzene). Run in O1CCCC1 (tetrahydrofuran), O1CCCC1 (tetrahydrofuran). Reaction conditions: time 1 hour. Yields the product C(CCC)[Sn](C1=C(C=CC=C1)C(F)(F)F)(CCCC)CCCC (Tributyl[2-(trifluoromethyl)phenyl]Stannane). The yield is 86.9%. RXN SMILES: Br[C:2]1[CH:7]=[CH:6][CH:5]=[CH:4][C:3]=1[C:8]([F:11])([F:10])[F:9].C([Li])CCC.[CH2:17]([Sn:21](Cl)([CH2:26][CH2:27][CH2:28][CH3:29])[CH2:22][CH2:23][CH2:24][CH3:25])[CH2:18][CH2:19][CH3:20]>O1CCCC1>[CH2:26]([Sn:21]([CH2:17][CH2:18][CH2:19][CH3:20])([CH2:22][CH2:23][CH2:24][CH3:25])[C:2]1[CH:7]=[CH:6][CH:5]=[CH:4][C:3]=1[C:8]([F:11])([F:10])[F:9])[CH2:27][CH2:28][CH3:29]. Procedure: To a solution of 10.0 g of 2-bromotrifluoromethylbenzene under nitrogen in 100 ml of tetrahydrofuran while cooling in a dry ice-acetone bath is added dropwise 30.6 ml of a 1.6M solution of butyl lithium via syringe. Stirring is continued for 1 hour. To the reaction mixture is added dropwise 15.9 g of tributyltin chloride in 30 ml of tetrahydrofuran. Stirred ? additional hours. The reaction mixture is quenched with 20 ml of water and after stirring for 20 minutes, extracted with chloroform (3×100...